From a dataset of the Open Reaction Database (ORD), a public repository of structured organic reaction records. describe an organic reaction: reactants, conditions, products, and yield The reactants are COc1ccc2ncc(F)c(CCN3CCC(C)(CN(C(=O)[O-])C(C)(C)C)C3)c2n1, ClCCl, Cl. Yields the product Cl, COc1ccc2ncc(F)c(CCN3CCC(C)(CN)C3)c2n1. As a reaction SMILES: [CH3:1][C:2]([N:5]([C:3](=[O:4])[O-:6])[CH2:9][C:10]1([CH3:30])[CH2:11][N:12]([CH2:15][CH2:16][c:17]2[c:18]([F:29])[cH:19][n:20][c:21]3[cH:22][cH:23][c:24]([O:27][CH3:28])[n:25][c:26]23)[CH2:13][CH2:14]1)([CH3:7])[CH3:8].[Cl:32][CH2:33][Cl:34].[ClH:31]>>[ClH:31].[NH2:5][CH2:9][C:10]1([CH3:30])[CH2:11][N:12]([CH2:15][CH2:16][c:17]2[c:18]([F:29])[cH:19][n:20][c:21]3[cH:22][cH:23][c:24]([O:27][CH3:28])[n:25][c:26]23)[CH2:13][CH2:14]1. Reactants: CN(C(=O)C=1C=C(OC2=NC(=C(C(=N2)NCC2=CC=CC=C2)N)OC2=C(C=CC(=C2)C#N)OCC2=CC=CC=C2)C=CC1)C (2-(3-Dimethylaminocarbonylphenoxy)-4-(benzyl)amino-5-amino-6-(2-benzyloxy-5-cyanophenoxy)pyrimidine), ( J ), ethyl imidate hydrochloride, C1CCOC1.C(C)O (THF ethanol). Reaction conditions: temperature 170 celsius. Product: CN(C(=O)C=1C=C(OC2=NC(=C3N=C(N(C3=N2)CC2=CC=CC=C2)C)OC2=C(C=CC(=C2)C#N)OCC2=CC=CC=C2)C=CC1)C (2-(3-dimethylaminocarbonylphenoxy)-6-(2-benzyloxy-5-cyanophenoxy)-8-methyl-9-benzylpurine). RXN SMILES: [CH3:1][N:2]([CH3:44])[C:3]([C:5]1[CH:6]=[C:7]([CH:41]=[CH:42][CH:43]=1)[O:8][C:9]1[N:14]=[C:13]([NH:15][CH2:16][C:17]2[CH:22]=[CH:21][CH:20]=[CH:19][CH:18]=2)[C:12]([NH2:23])=[C:11]([O:24][C:25]2[CH:30]=[C:29]([C:31]#[N:32])[CH:28]=[CH:27][C:26]=2[O:33][CH2:34][C:35]2[CH:40]=[CH:39][CH:38]=[CH:37][CH:36]=2)[N:10]=1)=[O:4].[CH2:45]1COC[CH2:46]1.C(O)C>>[CH3:1][N:2]([CH3:44])[C:3]([C:5]1[CH:6]=[C:7]([CH:41]=[CH:42][CH:43]=1)[O:8][C:9]1[N:14]=[C:13]2[C:12]([N:23]=[C:45]([CH3:46])[N:15]2[CH2:16][C:17]2[CH:18]=[CH:19][CH:20]=[CH:21][CH:22]=2)=[C:11]([O:24][C:25]2[CH:30]=[C:29]([C:31]#[N:32])[CH:28]=[CH:27][C:26]=2[O:33][CH2:34][C:35]2[CH:36]=[CH:37][CH:38]=[CH:39][CH:40]=2)[N:10]=1)=[O:4] |f:1.2|. Reported procedure: 2-(3-Dimethylaminocarbonylphenoxy)-4-(benzyl)amino-5-amino-6-(2-benzyloxy-5-cyanophenoxy)pyrimidine, a compound of formula (J), (0.26 g, 0.44 mmol), was treated with ethyl imidate hydrochloride (0.17 g, 1.3 mmol) in THF/ethanol at 80° C for 6 hours and then concentrated to an oil. The residue was heated in a sand bath under vacuum at 170° C. for 2.0 hours, cooled and filtered through a pad of silica, eluting with 5% methanol in methylene chloride. Evaporation of the volatiles afforded 0.20 g of ... The reactants are [PH4+] (phosphonium), [Br-].FC(CC[P+](C1=CC=CC=C1)(C1=CC=CC=C1)C1=CC=CC=C1)(CC(=O)O)F ((3,3-difluoro-4-carboxybutyl)triphenylphosphonium bromide), [H-].[Na+] (sodium hydride), O (water), S([O-])(O)(=O)=O.[K+] (potassium bisulfate), lactol, prostaglandin. The solvent is C1=CC=CC=C1 (benzene), CS(=O)C (dimethyl sulfoxide), CS(=O)C (dimethyl sulfoxide), C1=CC=CC=C1 (benzene), C1=CC=CC=C1 (benzene). Reaction conditions: time 15 minute. Product: O1C(CCCC1)OC1OCCCC1 (bis-tetrahydropyranyl ether), 2,2-difluoro-PGF2α. As a reaction SMILES: [H-].[Na+].[PH4+].[Br-].F[C:6](F)([CH2:28][C:29]([OH:31])=[O:30])[CH2:7][CH2:8][P+](C1C=CC=CC=1)(C1C=CC=CC=1)C1C=CC=CC=1.S(=O)(=O)(O)[O-].[K+].[OH2:39]>C1C=CC=CC=1.CS(C)=O>[O:39]1[CH2:29][CH2:28][CH2:6][CH2:7][CH:8]1[O:31][CH:29]1[CH2:28][CH2:6][CH2:7][CH2:8][O:30]1 |f:0.1,3.4,5.6|. Procedure details: The free acid prepared from the lactol of Preparation 95 which is of the same epimeric configuration at the 3 position of its side chain as the desired configuration at C-15 position of the prostaglandin-type product of this example. The reaction of this part is carried out under an atmosphere of nitrogen with exclusion of moisture. 20 ml. of dimethyl sulfoxide is added to 0.88 g. of a 50 percent sodium hydride dispersion in mineral oil. The mixture is stirred and heated at 70° to 80° C. for 1 h...